From a dataset of the Open Reaction Database (ORD), a public repository of structured organic reaction records. describe an organic reaction: reactants, conditions, products, and yield Starting materials: O=C([O-])[O-], CI, CN(C)C=O, [K+], [K+], CCC1CCCCN1C(=O)C=Cc1c(-c2cccc(N)c2)nn2ccccc12, O. Product: CCC1CCCCN1C(=O)C=Cc1c(-c2cccc(NC)c2)nn2ccccc12. RXN SMILES: [C:31](=[O:32])([O-:33])[O-:34].[CH3:1][I:2].[CH3:38][N:39]([CH3:40])[CH:41]=[O:42].[K+:35].[K+:36].[NH2:3][c:4]1[cH:5][c:6](-[c:10]2[n:11][n:12]3[c:13]([cH:14][cH:15][cH:16][cH:17]3)[c:18]2[CH:19]=[CH:20][C:21](=[O:22])[N:23]2[CH:24]([CH2:29][CH3:30])[CH2:25][CH2:26][CH2:27][CH2:28]2)[cH:7][cH:8][cH:9]1.[OH2:37]>>[NH:3]([c:4]1[cH:5][c:6](-[c:10]2[n:11][n:12]3[c:13]([cH:14][cH:15][cH:16][cH:17]3)[c:18]2[CH:19]=[CH:20][C:21](=[O:22])[N:23]2[CH:24]([CH2:29][CH3:30])[CH2:25][CH2:26][CH2:27][CH2:28]2)[cH:7][cH:8][cH:9]1)[CH3:31]. The reactants are three, OCC1CC(N(C1)[C@H](C(=O)N)CC)=O ((2S)-2-[4-(hydroxymethyl)-2-oxo-1-pyrrolidinyl]butanamide), C1(=CC=CC=C1)O (phenol), N(=NC(=O)OCC)C(=O)OCC (diethyl azodicarboxylate), C1(=CC=CC=C1)P(C1=CC=CC=C1)C1=CC=CC=C1 (triphenylphosphine). Run in C1CCOC1 (THF). Conditions: temperature 0 celsius, time 2 hour. Yields the product O=C1N(CC(C1)COC1=CC=CC=C1)[C@H](C(=O)N)CC ((2S)-2-[2-oxo-4-(phenoxymethyl)-1-pyrrolidinyl]butanamide). As a reaction SMILES: [OH:1][CH2:2][CH:3]1[CH2:7][N:6]([C@@H:8]([CH2:12][CH3:13])[C:9]([NH2:11])=[O:10])[C:5](=[O:14])[CH2:4]1.[C:15]1(O)[CH:20]=[CH:19][CH:18]=[CH:17][CH:16]=1.N(C(OCC)=O)=NC(OCC)=O.C1(P(C2C=CC=CC=2)C2C=CC=CC=2)C=CC=CC=1>C1COCC1>[O:14]=[C:5]1[CH2:4][CH:3]([CH2:2][O:1][C:15]2[CH:20]=[CH:19][CH:18]=[CH:17][CH:16]=2)[CH2:7][N:6]1[C@@H:8]([CH2:12][CH3:13])[C:9]([NH2:11])=[O:10]. Reported procedure: In a 50 ml three necked flask fitted with magnetic stirrer and dropping funnel under inert atmosphere, 1 g (5 mmoles, 1 eq) of (2S)-2-[4-(hydroxymethyl)-2-oxo-1-pyrrolidinyl]butanamide 6 is dissolved in 20 ml of THF and cooled down to 0° C. 517 mg of phenol, 0.87 ml (960 mg) of diethyl azodicarboxylate and 1.44 g of triphenylphosphine (5.5 mmoles, 1.1 eq each) are successively added and the mixture stirred for 2 hours. The mixture is concentrated to dryness and purified by Prep LC (500 kg SiO2, ... Reactants: [OH-].[Na+] (NaOH), [Na+].[Cl-] (NaCl), [O-]S(=O)(=O)[O-].[Mg+2] (MgSO4), C(C)(C)(C)OO (t-butyl hydroperoxide), FC1=C(C=CC(=C1)F)C([C@@H](C)O)=C ((2R)-3-(2,4-Difluorophenyl)-3-buten-2-ol), FC1=C(C=CC(=C1)F)C([C@@H](C)O)=C ((2R)-3-(2,4-Difluorophenyl)-3-buten-2-ol), C(=O)(OCC)[C@H](O)[C@@H](O)C(=O)OCC (diethyl L-(+)-tartrate). The reagents and catalysts are CC([O-])C.[Ti+4].CC([O-])C.CC([O-])C.CC([O-])C (titanium (IV) isopropoxide). Run in C(Cl)Cl (CH2Cl2), C(Cl)Cl (CH2Cl2), C(Cl)Cl (CH2Cl2), C(Cl)Cl (CH2Cl2). Conditions: temperature -5 celsius, time 25 minute. Yields the product FC1=C(C=CC(=C1)F)[C@@]1([C@@H](C)O)CO1 ((2R,3S)-3-(2,4-Difluorophenyl)-3,4-epoxy-2-butanol). Yield: 73.0%. Reaction SMILES: C([C@@H:6]([C@H:8]([C:10]([O:12][CH2:13]C)=O)[OH:9])O)(OCC)=O.C(OO)(C)(C)C.[F:21][C:22]1[CH:27]=[C:26]([F:28])[CH:25]=[CH:24][C:23]=1C(=C)[C@H](O)C.[OH-].[Na+].[Na+].[Cl-].[O-]S([O-])(=O)=O.[Mg+2]>C(Cl)Cl.CC(C)[O-].[Ti+4].CC(C)[O-].CC(C)[O-].CC(C)[O-]>[F:21][C:22]1[CH:27]=[C:26]([F:28])[CH:25]=[CH:24][C:23]=1[C@@:10]1([O:12][CH2:13]1)[C@H:8]([OH:9])[CH3:6] |f:3.4,5.6,7.8,10.11.12.13.14|. Procedure details: To a solution of diethyl L-(+)-tartrate (4.86 g, 0.0236 mole) in 940 ml of dry CH2Cl2 were added 12 g of activated 3A° molecular sieve powder and cooled the mixture to -5° C. Added a solution of titanium (IV) isopropoxide (14.4 g, .0506 mole) in 76 ml of CH2Cl2 followed by t-butyl hydroperoxide (22.4 g, 0.248 mole) in 150 ml of CH2Cl2 and continue to stir at -5° C. for 25 minutes. To this mixture, a solution of compound 6b, (2R)-3-(2,4-Difluorophenyl)-3-buten-2-ol, (15 g, 0.0815 moles) in 76 ml ... The reactants are NCC=1C=NC=CC1 (3-aminomethylpyridine), C1(CCCCCCCCCCCCCC1)=O (cyclopentadecanone). Product: C1(CCCCCCCCCCCCCC1)NCC=1C=NC=CC1 (N-Cyclopentadecyl-N-(3-pyridylmethyl)amine). RXN SMILES: [NH2:1][CH2:2][C:3]1[CH:4]=[N:5][CH:6]=[CH:7][CH:8]=1.[C:9]1(=O)[CH2:23][CH2:22][CH2:21][CH2:20][CH2:19][CH2:18][CH2:17][CH2:16][CH2:15][CH2:14][CH2:13][CH2:12][CH2:11][CH2:10]1>>[CH:9]1([NH:1][CH2:2][C:3]2[CH:4]=[N:5][CH:6]=[CH:7][CH:8]=2)[CH2:23][CH2:22][CH2:21][CH2:20][CH2:19][CH2:18][CH2:17][CH2:16][CH2:15][CH2:14][CH2:13][CH2:12][CH2:11][CH2:10]1. Procedure: Following the general procedure of Example 33, but starting with 3-aminomethylpyridine and cyclopentadecanone, the title compound is produced, NMR (CDCl3, TMS) δ8.58, 7.72, 7.25, 3.76, 2.56, 1.32. The reactants are C[Si](C)(C)[SiH]([Si](C)(C)C)[Si](C)(C)C, C=C(CCN=[N+]=[N-])CN(c1ccc(Cl)cc1I)S(C)(=O)=O, c1ccccc1. Yields the product CS(=O)(=O)N1CC2(CCNC2)c2cc(Cl)ccc21. Reaction SMILES: [CH3:22][Si:23]([SiH:24]([Si:25]([CH3:26])([CH3:27])[CH3:28])[Si:29]([CH3:30])([CH3:31])[CH3:32])([CH3:33])[CH3:34].[Cl:1][c:2]1[cH:3][c:4]([I:21])[c:5]([N:8]([S:9](=[O:10])(=[O:11])[CH3:12])[CH2:13][C:14]([CH2:15][CH2:16][N:17]=[N+:18]=[N-:19])=[CH2:20])[cH:6][cH:7]1.[cH:35]1[cH:36][cH:37][cH:38][cH:39][cH:40]1>>[Cl:1][c:2]1[cH:3][c:4]2[c:5]([cH:6][cH:7]1)[N:8]([S:9](=[O:10])(=[O:11])[CH3:12])[CH2:13][C:14]21[CH2:15][CH2:16][NH:17][CH2:20]1. Starting materials: ClC1=CC=C(C=C1)S(=O)(=O)NCCCCC(C=CC(=O)OC)CCCC=1C=NC=CC1 (methyl 8-(p-chlorophenylsulfonamido)-4-[3-(3-pyridyl)propyl]-oct-2-enoate), [BH4-].[Na+] (sodium borohydride), [BH4-].[Na+] (sodium borohydride). Reagents/catalysts: O.O.O.O.O.O.[Co](Cl)Cl (cobalt (II) chloride hexahydrate). Run in CO (methanol). Conditions: time 1 hour. Yields the product ClC1=CC=C(C=C1)S(=O)(=O)NCCCCC(CCC(=O)OC)CCCC=1C=NC=CC1 (methyl 8-(p-chlorophenylsulfonamido)-4-[3-(3-pyridyl)propyl]-octanoate). Reaction SMILES: [Cl:1][C:2]1[CH:7]=[CH:6][C:5]([S:8]([NH:11][CH2:12][CH2:13][CH2:14][CH2:15][CH:16]([CH2:23][CH2:24][CH2:25][C:26]2[CH:27]=[N:28][CH:29]=[CH:30][CH:31]=2)[CH:17]=[CH:18][C:19]([O:21][CH3:22])=[O:20])(=[O:10])=[O:9])=[CH:4][CH:3]=1.[BH4-].[Na+]>CO.O.O.O.O.O.O.[Co](Cl)Cl>[Cl:1][C:2]1[CH:7]=[CH:6][C:5]([S:8]([NH:11][CH2:12][CH2:13][CH2:14][CH2:15][CH:16]([CH2:23][CH2:24][CH2:25][C:26]2[CH:27]=[N:28][CH:29]=[CH:30][CH:31]=2)[CH2:17][CH2:18][C:19]([O:21][CH3:22])=[O:20])(=[O:9])=[O:10])=[CH:4][CH:3]=1 |f:1.2,4.5.6.7.8.9.10|. Procedure details: To a solution of 3.27 g (7 mmol) of methyl 8-(p-chlorophenylsulfonamido)-4-[3-(3-pyridyl)propyl]-oct-2-enoate (example 3) in 32 ml methanol, 0.446 g (1.87 mmol) cobalt (II) chloride hexahydrate is added. The solution is cooled in an ice bath and 0.573 g (15 mmol) sodium borohydride is added in small portions. Vigorous gas evolution and formation of a black precipitate is observed during the addition of sodium borohydride. After completion of the addition, the ice bath is removed and the mixture ... Starting materials: O=C([O-])O, CO, Cl, Cc1c2c(c(C)c3c1OC(C)(CI)C3)N(C=O)CC2, [Na+], O. Product: Cc1c2c(c(C)c3c1NCC3)OC(C)(CI)C2. RXN SMILES: [C:21](=[O:22])([O-:23])[OH:24].[CH3:26][OH:27].[ClH:20].[I:1][CH2:2][C:3]1([CH3:19])[CH2:4][c:5]2[c:6]([c:7]([CH3:17])[c:8]3[c:12]([c:13]2[CH3:14])[N:11]([CH:15]=[O:16])[CH2:10][CH2:9]3)[O:18]1.[Na+:25].[OH2:28]>>[I:1][CH2:2][C:3]1([CH3:19])[CH2:4][c:5]2[c:6]([c:7]([CH3:17])[c:8]3[c:12]([c:13]2[CH3:14])[NH:11][CH2:10][CH2:9]3)[O:18]1. Starting materials: CC1CN(Cc2ccc(F)cc2)CCN1C(=O)COc1ccc(Cl)cc1NC(=O)CCNC(=O)OC(C)(C)C, O=C([O-])O, ClCCl, [Na+], O=C(O)C(F)(F)F. Yields the product CC1CN(Cc2ccc(F)cc2)CCN1C(=O)COc1ccc(Cl)cc1NC(=O)CCN. Reaction SMILES: [C:1]([O:2][C:3](=[O:4])[NH:7][CH2:8][CH2:9][C:10]([NH:11][c:12]1[c:13]([O:19][CH2:20][C:21](=[O:22])[N:23]2[CH:24]([CH3:37])[CH2:25][N:26]([CH2:29][c:30]3[cH:31][cH:32][c:33]([F:36])[cH:34][cH:35]3)[CH2:27][CH2:28]2)[cH:14][cH:15][c:16]([Cl:18])[cH:17]1)=[O:38])([CH3:5])([CH3:6])[CH3:39].[C:50](=[O:51])([O-:52])[OH:53].[CH2:47]([Cl:48])[Cl:49].[Na+:54].[OH:40][C:41]([C:42]([F:43])([F:44])[F:45])=[O:46]>>[NH2:7][CH2:8][CH2:9][C:10]([NH:11][c:12]1[c:13]([O:19][CH2:20][C:21](=[O:22])[N:23]2[CH:24]([CH3:37])[CH2:25][N:26]([CH2:29][c:30]3[cH:31][cH:32][c:33]([F:36])[cH:34][cH:35]3)[CH2:27][CH2:28]2)[cH:14][cH:15][c:16]([Cl:18])[cH:17]1)=[O:38]. Starting materials: FC(C1=C(C#N)C=CC=C1)(F)F (2-(trifluoromethyl)benzonitrile), B(F)(F)F (boron trifluoride), C(C)[Mg]Br (ethyl magnesium bromide). The reagents and catalysts are CC([O-])C.[Ti+4].CC([O-])C.CC([O-])C.CC([O-])C (titanium isopropoxide). Solvent: C(C)OCC (diethyl ether). Reaction conditions: time 2.5 hour. Product: FC(C1=C(C=CC=C1)C1(CC1)N)(F)F (1-[2-(Trifluoromethyl)phenyl]cyclopropanamine). The yield is 214.2%. Reaction SMILES: [F:1][C:2]([F:12])([F:11])[C:3]1[CH:10]=[CH:9][CH:8]=[CH:7][C:4]=1[C:5]#[N:6].[CH2:13]([Mg]Br)[CH3:14].B(F)(F)F>C(OCC)C.CC(C)[O-].[Ti+4].CC(C)[O-].CC(C)[O-].CC(C)[O-]>[F:1][C:2]([F:11])([F:12])[C:3]1[CH:10]=[CH:9][CH:8]=[CH:7][C:4]=1[C:5]1([NH2:6])[CH2:14][CH2:13]1 |f:4.5.6.7.8|. Procedure details: To a cold solution of 2-(trifluoromethyl)benzonitrile (1.0 g, 0.58 mmol) in diethyl ether (20 mL) was added titanium isopropoxide (2.0 g, 0.70 mmol) at −70° C. and ethyl magnesium bromide (4.30 mL, 12.86 mmol). The reaction mass was stirred at RT for 2-3 h. Followed by addition of boron trifluoride solution (1.5 mL) and continued stirring for 2 h at RT. The reaction mass was quenched in 1N HCl and basified with NaOH solution. The obtained crude product was further purified by column chromatograp... Reactants: CCOC(CCCN)OCC, ClCCl, O=C1C=CC(=O)O1. Product: CCOC(CCCNC(=O)C=CC(=O)O)OCC. Reaction SMILES: [CH2:8]([CH3:9])[O:10][CH:11]([CH2:12][CH2:13][CH2:14][NH2:15])[O:16][CH2:17][CH3:18].[Cl:19][CH2:20][Cl:21].[O:1]=[C:2]1[O:3][C:4](=[O:5])[CH:6]=[CH:7]1>>[O:1]=[C:2]([CH:7]=[CH:6][C:4]([OH:3])=[O:5])[NH:15][CH2:14][CH2:13][CH2:12][CH:11]([O:10][CH2:8][CH3:9])[O:16][CH2:17][CH3:18].